From a dataset of the Open Reaction Database (ORD), a public repository of structured organic reaction records. describe an organic reaction: reactants, conditions, products, and yield Reactants: BrCC#C[Si](C)(C)C (1-bromo-3-(trimethylsilyl)-2-propyne), Cl (hydrochloric acid), ClC1=C(C=C2CC(C(C2=C1Cl)=O)C1=CC=CC=C1)OCC(=O)OCC (ethyl (6,7-dichloro-1-oxo-2-phenyl-5-indanyloxy)acetate), C([O-])([O-])=O.[K+].[K+] (potassium carbonate). The solvent is CCOCC (ether), CN(C=O)C (dimethylformamide). Reaction conditions: time 2 hour. Product: ClC1=C(C=C2CC(C(C2=C1Cl)=O)(CC#C[Si](C)(C)C)C1=CC=CC=C1)OCC(=O)OCC (ethyl [6,7-dichloro-1-oxo-2-phenyl-2-(3-(trimethylsilyl)-2-propynyl)-5-indanyloxy]acetate). Isolated yield 87.0%. Reaction SMILES: Br[CH2:2][C:3]#[C:4][Si:5]([CH3:8])([CH3:7])[CH3:6].[Cl:9][C:10]1[C:18]([Cl:19])=[C:17]2[C:13]([CH2:14][CH:15]([C:21]3[CH:26]=[CH:25][CH:24]=[CH:23][CH:22]=3)[C:16]2=[O:20])=[CH:12][C:11]=1[O:27][CH2:28][C:29]([O:31][CH2:32][CH3:33])=[O:30].C(=O)([O-])[O-].[K+].[K+].Cl>CCOCC.CN(C)C=O>[Cl:9][C:10]1[C:18]([Cl:19])=[C:17]2[C:13]([CH2:14][C:15]([C:21]3[CH:26]=[CH:25][CH:24]=[CH:23][CH:22]=3)([CH2:2][C:3]#[C:4][Si:5]([CH3:8])([CH3:7])[CH3:6])[C:16]2=[O:20])=[CH:12][C:11]=1[O:27][CH2:28][C:29]([O:31][CH2:32][CH3:33])=[O:30] |f:2.3.4|. Reported procedure: A solution of 1-bromo-3-(trimethylsilyl)-2-propyne (2.87 g., 15.0 mmol) prepared according to methods of Corey, Tet. Lett., 3963 (1973) and Miller, Syn. Comun., 2, 267 (1972) in 50 ml. of dimethylformamide is added to a mixture of ethyl (6,7-dichloro-1-oxo-2-phenyl-5-indanyloxy)acetate (2.9 g., 7.65 mmol) and powdered potassium carbonate (2.65 g., 19.2 mmol) under an argon atmosphere. After stirring at 60° for a period of 2 hr. and cooling to room temperature, ether is added to the reaction mixt... Reactants: I.CSN=CNCCC[C@@H](NC(C(C1=CC=CC=C1)C1=CC=CC=C1)=O)C(=O)N[C@H](C)C1=CC=C(C=C1)OC ((R)-N5 -[Methylthio(iminomethyl)]-N2 -(diphenylacetyl)-(R)-N-[1-(4-methoxyphenyl)ethyl]ornithine amide hydroiodide), C(=O)([O-])[O-].[K+].[K+] (K2CO3), C(Cl)Cl (CH2Cl2), C1=CC=C(C=C1)COC(=O)Cl (Cbz-Cl). The solvent is O (water). Run at time 18 hour. Yields the product C(=O)(OCC1=CC=CC=C1)N(CCC[C@@H](NC(C(C1=CC=CC=C1)C1=CC=CC=C1)=O)C(=O)N[C@H](C)C1=CC=C(C=C1)OC)C(=NSC)C(=O)OCC1=CC=CC=C1 ((R)-N5 -(Cbz)-N5 -[Methylthio(Cbz-iminomethyl)]-N2 -(diphenylacetyl)-(R)-N-[1-(4-methoxyphenyl)ethyl]ornithine amide). Isolated yield 77.7%. Reaction SMILES: I.[CH3:2][S:3][N:4]=[CH:5][NH:6][CH2:7][CH2:8][CH2:9][C@H:10]([C:27]([NH:29][C@@H:30]([C:32]1[CH:37]=[CH:36][C:35]([O:38][CH3:39])=[CH:34][CH:33]=1)[CH3:31])=[O:28])[NH:11][C:12](=[O:26])[CH:13]([C:20]1[CH:25]=[CH:24][CH:23]=[CH:22][CH:21]=1)[C:14]1[CH:19]=[CH:18][CH:17]=[CH:16][CH:15]=1.C(Cl)Cl.[CH:43]1[CH:48]=[CH:47][C:46]([CH2:49][O:50][C:51](Cl)=[O:52])=[CH:45][CH:44]=1.[C:54]([O-:57])([O-])=[O:55].[K+].[K+]>O>[C:51]([N:6]([C:5]([C:54]([O:57][CH2:13][C:14]1[CH:19]=[CH:18][CH:17]=[CH:16][CH:15]=1)=[O:55])=[N:4][S:3][CH3:2])[CH2:7][CH2:8][CH2:9][C@H:10]([C:27]([NH:29][C@@H:30]([C:32]1[CH:37]=[CH:36][C:35]([O:38][CH3:39])=[CH:34][CH:33]=1)[CH3:31])=[O:28])[NH:11][C:12](=[O:26])[CH:13]([C:14]1[CH:19]=[CH:18][CH:17]=[CH:16][CH:15]=1)[C:20]1[CH:21]=[CH:22][CH:23]=[CH:24][CH:25]=1)([O:50][CH2:49][C:46]1[CH:47]=[CH:48][CH:43]=[CH:44][CH:45]=1)=[O:52] |f:0.1,4.5.6|. Procedure: (R)-N5 -[Methylthio(iminomethyl)]-N2 -(diphenylacetyl)-(R)-N-[1-(4-methoxyphenyl)ethyl]ornithine amide hydroiodide (1.38 g; 2.09 mmol; from step (c) above), CH2Cl2 (100 mL), Cbz-Cl (0.75 mL; 5.22 mmol), water (100 mL) and K2CO3 (1.16 g; 8.36 mmol) were combined and stirred for 18 h at room temperature. The organic layer was separated and washed with KHSO4 solution (twice), NaHCO3 solution (twice) and brine (twice), dried over Na2SO4 and concentrated in vacuo. The residue was chromatographed on s...